Dataset: the Open Reaction Database (ORD), a public repository of structured organic reaction records. Task: describe an organic reaction: reactants, conditions, products, and yield Reactants: C(C1=CC=CC=C1)OC1=C(C=C(C=C1)CCNCC1=CC=C(C=C1)C(C)(C)C)C(C)(C)C ([2-(4-benzyloxy-3-tert-butyl-phenyl)-ethyl]-(4-tert-butyl-benzyl)-amine), ClC=1C(=C(C(=O)O)C=C(C1)C(F)(F)F)F (3-chloro-2-fluoro-5-(trifluoromethyl)benzoic acid). The product is C(C1=CC=CC=C1)OC1=C(C=C(C=C1)CCN(C(C1=C(C(=CC(=C1)C(F)(F)F)Cl)F)=O)CC1=CC=C(C=C1)C(C)(C)C)C(C)(C)C (N-[2-(4-benzyloxy-3-tert-butyl-phenyl)-ethyl]-N-(4-tert-butyl-benzyl)-3-chloro-2-fluoro-5-trifluoromethyl-benzamide). RXN SMILES: [CH2:1]([O:8][C:9]1[CH:14]=[CH:13][C:12]([CH2:15][CH2:16][NH:17][CH2:18][C:19]2[CH:24]=[CH:23][C:22]([C:25]([CH3:28])([CH3:27])[CH3:26])=[CH:21][CH:20]=2)=[CH:11][C:10]=1[C:29]([CH3:32])([CH3:31])[CH3:30])[C:2]1[CH:7]=[CH:6][CH:5]=[CH:4][CH:3]=1.[Cl:33][C:34]1[C:35]([F:47])=[C:36]([CH:40]=[C:41]([C:43]([F:46])([F:45])[F:44])[CH:42]=1)[C:37](O)=[O:38]>>[CH2:1]([O:8][C:9]1[CH:14]=[CH:13][C:12]([CH2:15][CH2:16][N:17]([CH2:18][C:19]2[CH:24]=[CH:23][C:22]([C:25]([CH3:26])([CH3:28])[CH3:27])=[CH:21][CH:20]=2)[C:37](=[O:38])[C:36]2[CH:40]=[C:41]([C:43]([F:44])([F:45])[F:46])[CH:42]=[C:34]([Cl:33])[C:35]=2[F:47])=[CH:11][C:10]=1[C:29]([CH3:32])([CH3:31])[CH3:30])[C:2]1[CH:3]=[CH:4][CH:5]=[CH:6][CH:7]=1. Procedure: The title compound was prepared in analogy to Example 1, using [2-(4-benzyloxy-3-tert-butyl-phenyl)-ethyl]-(4-tert-butyl-benzyl)-amine (S9-C48) and 3-chloro-2-fluoro-5-(trifluoromethyl)benzoic acid. MS: 654.4 [ISP (M+H)+]. Starting materials: CC(C)C(NC(=O)Cc1cc(F)cc(F)c1)C(=O)O, COC(=O)C(Cc1cc2ccccc2[nH]1)NC(=O)Cc1cc(F)cc(F)c1. Yields the product O=C(Cc1cc(F)cc(F)c1)NC(Cc1cc2ccccc2[nH]1)C(=O)O. Reaction SMILES: [F:1][c:2]1[cH:3][c:4]([CH2:5][C:6]([NH:7][CH:8]([C:9]([OH:10])=[O:11])[CH:12]([CH3:13])[CH3:14])=[O:15])[cH:16][c:17]([F:18])[cH:19]1.[F:20][c:21]1[cH:22][c:23]([CH2:28][C:29](=[O:30])[NH:31][CH:32]([CH2:33][c:34]2[nH:35][c:36]3[cH:37][cH:38][cH:39][cH:40][c:41]3[cH:42]2)[C:43](=[O:44])[O:45][CH3:46])[cH:24][c:25]([F:27])[cH:26]1>>[F:20][c:21]1[cH:22][c:23]([CH2:28][C:29](=[O:30])[NH:31][CH:32]([CH2:33][c:34]2[nH:35][c:36]3[cH:37][cH:38][cH:39][cH:40][c:41]3[cH:42]2)[C:43](=[O:44])[OH:45])[cH:24][c:25]([F:27])[cH:26]1.